This data is from the Open Reaction Database (ORD), a public repository of structured organic reaction records. The task is: describe an organic reaction: reactants, conditions, products, and yield Reactants: [H-].[Li+] (LiH), ClCCCI (1-chloro-3-iodo-propane), ClC1=CC=C2C(=C1)NC(C21C(NC(CC1C1=CC(=CC=C1)Cl)=O)C1=C(C=CC(=C1)F)C)=O.COC(C)[Si](C)(C)C (racemic (2′R,3R,4′S)-6-chloro-4′-(3-chlorophenyl)-2′-(5-fluoro-2-methylphenyl)-2,3-dihydro-2,6′-dioxospiro[indole-3,3′-piperidine] 1-methoxyethyl trimethylsilane). The solvent is CN(C=O)C (N,N-dimethyl-formamide). Yields the product ClC1=CC=C2C(=C1)NC(C21C(N(C(CC1C1=CC(=CC=C1)Cl)=O)CCCCl)C1=C(C=CC(=C1)F)C)=O.COC(C)[Si](C)(C)C (racemic (2′R,3R,4′S)-6-chloro-4′-(3-chlorophenyl)-1′-(3-chloro-propyl)-2′-(5-fluoro-2-methylphenyl)-2,3-dihydro-2,6′-dioxospiro[indole-3,3′-piperidine] 1-methoxyethyl trimethylsilane). RXN SMILES: [Cl:1][C:2]1[CH:7]=[C:6]2[NH:8][C:9](=[O:32])[C:10]3([CH:15]([C:16]4[CH:21]=[CH:20][CH:19]=[C:18]([Cl:22])[CH:17]=4)[CH2:14][C:13](=[O:23])[NH:12][CH:11]3[C:24]3[CH:29]=[C:28]([F:30])[CH:27]=[CH:26][C:25]=3[CH3:31])[C:5]2=[CH:4][CH:3]=1.[CH3:33][O:34][CH:35]([Si:37]([CH3:40])([CH3:39])[CH3:38])[CH3:36].[H-].[Li+].[Cl:43][CH2:44][CH2:45][CH2:46]I>CN(C)C=O>[Cl:1][C:2]1[CH:7]=[C:6]2[NH:8][C:9](=[O:32])[C:10]3([CH:15]([C:16]4[CH:21]=[CH:20][CH:19]=[C:18]([Cl:22])[CH:17]=4)[CH2:14][C:13](=[O:23])[N:12]([CH2:46][CH2:45][CH2:44][Cl:43])[CH:11]3[C:24]3[CH:29]=[C:28]([F:30])[CH:27]=[CH:26][C:25]=3[CH3:31])[C:5]2=[CH:4][CH:3]=1.[CH3:33][O:34][CH:35]([Si:37]([CH3:40])([CH3:39])[CH3:38])[CH3:36] |f:0.1,2.3,6.7|. Procedure: In a manner similar to the method described in example 24c, racemic (2′R,3R,4′S)-6-chloro-4′-(3-chlorophenyl)-2′-(5-fluoro-2-methylphenyl)-2,3-dihydro-2,6′-dioxospiro[indole-3,3′-piperidine]-1-methoxyethyl trimethylsilane (0.8 g, 1.33 mmol) prepared in example 55b was reacted with LiH (0.5 g, 62.5 mmol) and 1-chloro-3-iodo-propane (3.9 g, 19.1 mmol) in N,N-dimethyl-formamide (20 mL) to give racemic (2′R,3R,4′S)-6-chloro-4′-(3-chlorophenyl)-1′-(3-chloro-propyl)-2′-(5-fluoro-2-methylphenyl)-2,3-di... Starting materials: C(=O)C=1C(=NN(C1)C1=CC=CC=C1)OCC1=CC(=C(OCC=2N=C(OC2C)C=2C=C(OCC(=O)[O-])C=CC2)C=C1)OC ((3-{4-[(4-{[(4-formyl-1-phenyl-1H-pyrazol-3-yl)oxy]methyl}-2-methoxyphenoxy)methyl]-5-methyl-1,3-oxazol-2-yl}phenoxy)acetate), C(P(OCC)(OCC)=O)P(OCC)(OCC)=O (tetraethyl methylenediphosphonate), CN(C=O)C (N,N-dimethylformamide), [H-].[Na+] (sodium hydride). The solvent is O (Water). Run at time 4 hour. The product is C(C)OP(=O)(OCC)/C=C/C=1C(=NN(C1)C1=CC=CC=C1)OCC1=CC(=C(OCC=2N=C(OC2C)C=2C=C(OCC(=O)OC)C=CC2)C=C1)OC (methyl {3-[4-({4-[({4-[(E)-2-(diethoxyphosphoryl)ethenyl]-1-phenyl-1H-pyrazol-3-yl}oxy)methyl]-2-methoxyphenoxy}methyl)-5-methyl-1,3-oxazol-2-yl]phenoxy}acetate). The yield is 68.0%. RXN SMILES: [CH:1]([C:3]1[C:4]([O:14][CH2:15][C:16]2[CH:40]=[CH:39][C:19]([O:20][CH2:21][C:22]3[N:23]=[C:24]([C:28]4[CH:29]=[C:30]([CH:36]=[CH:37][CH:38]=4)[O:31][CH2:32][C:33]([O-:35])=[O:34])[O:25][C:26]=3[CH3:27])=[C:18]([O:41][CH3:42])[CH:17]=2)=[N:5][N:6]([C:8]2[CH:13]=[CH:12][CH:11]=[CH:10][CH:9]=2)[CH:7]=1)=O.[CH2:43]([P:52](=[O:59])([O:56][CH2:57][CH3:58])[O:53][CH2:54][CH3:55])P(=O)(OCC)OCC.[CH3:60]N(C)C=O.[H-].[Na+]>O>[CH2:57]([O:56][P:52](/[CH:43]=[CH:1]/[C:3]1[C:4]([O:14][CH2:15][C:16]2[CH:40]=[CH:39][C:19]([O:20][CH2:21][C:22]3[N:23]=[C:24]([C:28]4[CH:29]=[C:30]([CH:36]=[CH:37][CH:38]=4)[O:31][CH2:32][C:33]([O:35][CH3:60])=[O:34])[O:25][C:26]=3[CH3:27])=[C:18]([O:41][CH3:42])[CH:17]=2)=[N:5][N:6]([C:8]2[CH:13]=[CH:12][CH:11]=[CH:10][CH:9]=2)[CH:7]=1)([O:53][CH2:54][CH3:55])=[O:59])[CH3:58] |f:3.4|. Procedure: To a mixture of methyl ((3-{4-[(4-{[(4-formyl-1-phenyl-1H-pyrazol-3-yl)oxy]methyl}-2-methoxyphenoxy)methyl]-5-methyl-1,3-oxazol-2-yl}phenoxy)acetate (0.30 g), tetraethyl methylenediphosphonate (0.16 g) and N,N-dimethylformamide (10 mL) was added sodium hydride (60% in oil, 0.025 g) at room temperature, and the mixture was stirred at the same temperature for 4 hrs. Water was poured into the reaction mixture, and the mixture was extracted with ethyl acetate. The organic layer was washed with satur... The reactants are CC(=O)O[BH-](OC(C)=O)OC(C)=O, C1COCCN1, CC(=O)O, CN(C)C=O, ClCCl, COc1cc(Nc2c(C#N)cnc3cc(-c4ccc(C=O)cc4)sc23)c(Cl)cc1Cl, [Na+]. RXN SMILES: [C:37]([O:38][BH-:39]([O:40][C:41](=[O:42])[CH3:43])[O:44][C:45](=[O:46])[CH3:47])(=[O:48])[CH3:49].[CH2:1]1[CH2:2][O:3][CH2:4][CH2:5][NH:6]1.[CH3:51][C:52](=[O:53])[OH:54].[CH3:58][N:59]([CH3:60])[CH:61]=[O:62].[Cl:55][CH2:56][Cl:57].[Cl:7][c:8]1[c:9]([NH:17][c:18]2[c:19]3[c:20]([n:21][cH:22][c:23]2[C:24]#[N:25])[cH:26][c:27](-[c:29]2[cH:30][cH:31][c:32]([CH:35]=[O:36])[cH:33][cH:34]2)[s:28]3)[cH:10][c:11]([O:15][CH3:16])[c:12]([Cl:14])[cH:13]1.[Na+:50]>>[CH2:1]1[CH2:2][O:3][CH2:4][CH2:5][N:6]1[CH2:35][c:32]1[cH:31][cH:30][c:29](-[c:27]2[cH:26][c:20]3[c:19]([c:18]([NH:17][c:9]4[c:8]([Cl:7])[cH:13][c:12]([Cl:14])[c:11]([O:15][CH3:16])[cH:10]4)[c:23]([C:24]#[N:25])[cH:22][n:21]3)[s:28]2)[cH:34][cH:33]1. Yields the product COc1cc(Nc2c(C#N)cnc3cc(-c4ccc(CN5CCOCC5)cc4)sc23)c(Cl)cc1Cl. Reactants: C(C)(=O)N1CC2=CC=CC=C2CC1 (N-Acetyl-1,2,3,4-tetrahydroisoquinoline), ClS(=O)(=O)O (chlorosulfonic acid). Reaction conditions: temperature 25 celsius, time 2 day. Yields the product C(C)(=O)N1CC2=CC(=CC=C2CC1)S(=O)(=O)Cl (N-acetyl-7-chlorosulfonyl-1,2,3,4-tetrahydroisoquinoline). As a reaction SMILES: [C:1]([N:4]1[CH2:13][CH2:12][C:11]2[C:6](=[CH:7][CH:8]=[CH:9][CH:10]=2)[CH2:5]1)(=[O:3])[CH3:2].[Cl:14][S:15](O)(=[O:17])=[O:16]>>[C:1]([N:4]1[CH2:13][CH2:12][C:11]2[C:6](=[CH:7][C:8]([S:15]([Cl:14])(=[O:17])=[O:16])=[CH:9][CH:10]=2)[CH2:5]1)(=[O:3])[CH3:2]. Reported procedure: N-Acetyl-1,2,3,4-tetrahydroisoquinoline (180 gm., 1.03 m.) was added slowly to 800 gms. (6.9 m.) of chlorosulfonic acid and stirred at -50° C. The solution was stirred at 25° C. for two days, poured onto crushed ice and extracted with ethyl acetate. The extract was washed, dried over anhydrous sodium sulfate and evaporated to yield crude N-acetyl-7-chlorosulfonyl-1,2,3,4-tetrahydroisoquinoline. The reactants are C1(=CC=C(C=C1)N=C=O)C (p-tolyl isocyanate), NC1=CC=C(C=C1)C=1N=CC(NC1)=O (5-(4-aminophenyl)-2(1H)-pyrazinone), hydrobromide salt. Product: C1(=CC=C(C=C1)NC(NC1=CC=C(C=C1)C=1N=CC(NC1)=O)=O)C (5-[4-(3-p-tolylureido)phenyl]-2(1H)-pyrazinone). RXN SMILES: [C:1]1([CH3:10])[CH:6]=[CH:5][C:4]([N:7]=[C:8]=[O:9])=[CH:3][CH:2]=1.[NH2:11][C:12]1[CH:17]=[CH:16][C:15]([C:18]2[N:19]=[CH:20][C:21](=[O:24])[NH:22][CH:23]=2)=[CH:14][CH:13]=1>>[C:1]1([CH3:10])[CH:6]=[CH:5][C:4]([NH:7][C:8](=[O:9])[NH:11][C:12]2[CH:13]=[CH:14][C:15]([C:18]3[N:19]=[CH:20][C:21](=[O:24])[NH:22][CH:23]=3)=[CH:16][CH:17]=2)=[CH:3][CH:2]=1. Procedure: Using a procedure similar to that of Example 17 p-tolyl isocyanate is reacted with 5-(4-aminophenyl)-2(1H)-pyrazinone (or its hydrobromide salt) to give 5-[4-(3-p-tolylureido)phenyl]-2(1H)-pyrazinone. As a reaction SMILES: [Br:1][c:2]1[cH:3][cH:4][c:5]([C:8]2=[N:9][CH2:10][C:11]([C:13]([F:14])([F:15])[F:16])([c:17]3[cH:18][c:19]([Cl:24])[cH:20][c:21]([Cl:23])[cH:22]3)[CH2:12]2)[cH:6][cH:7]1.[C:30](=[O:31])([O-:32])[O-:33].[CH3:38][N:39]1[CH2:40][CH2:41][CH2:42][C:43]1=[O:44].[Cu:45]([I:46])[I:47].[I-:37].[K+:34].[K+:35].[K+:36].[OH2:48].[nH:25]1[n:26][cH:27][n:28][cH:29]1>>[c:2]1(-[n:25]2[n:26][cH:27][n:28][cH:29]2)[cH:3][cH:4][c:5]([C:8]2=[N:9][CH2:10][C:11]([C:13]([F:14])([F:15])[F:16])([c:17]3[cH:18][c:19]([Cl:24])[cH:20][c:21]([Cl:23])[cH:22]3)[CH2:12]2)[cH:6][cH:7]1. Product: FC(F)(F)C1(c2cc(Cl)cc(Cl)c2)CN=C(c2ccc(-n3cncn3)cc2)C1. Reactants: FC(F)(F)C1(c2cc(Cl)cc(Cl)c2)CN=C(c2ccc(Br)cc2)C1, O=C([O-])[O-], CN1CCCC1=O, I[Cu]I, [I-], [K+], [K+], [K+], O, c1nc[nH]n1. Reactants: ClN1C(CCC1=O)=O (N-chlorosuccinimide), C(C1=CC=CC=C1)(=O)OOC(C1=CC=CC=C1)=O (benzoylperoxide), CC1=C(N=C(C(=N1)C)C)C (TMPZ). Run in reagent, C(Cl)(Cl)(Cl)Cl (CCl4). Run at temperature 0 celsius. Product: ClCC1=C(N=C(C(=N1)C)C)C (chloromethyltrimethylpyrazine). RXN SMILES: [Cl:1]N1C(=O)CCC1=O.C(OOC(=O)C1C=CC=CC=1)(=O)C1C=CC=CC=1.[CH3:27][C:28]1[N:33]=[C:32]([CH3:34])[C:31]([CH3:35])=[N:30][C:29]=1[CH3:36]>C(Cl)(Cl)(Cl)Cl>[Cl:1][CH2:27][C:28]1[N:33]=[C:32]([CH3:34])[C:31]([CH3:35])=[N:30][C:29]=1[CH3:36]. Reported procedure: A reaction mixture containing N-chlorosuccinimide (6.67 g, 50.0 mmol), benzoylperoxide (50 mg) and TMPZ (6.81 g, 50.0 mmol), in 125 ml of reagent grade CCl4 was refluxed for 12 hours. The reaction solution was then cooled to 0° C. and filtered, removing succinimide. The solvent was evaporated in vacuo resulting in an oil (chloromethyltrimethylpyrazine). The oil was cooled to 0° C. and 25 ml of distilled n-amyl amine was dripped into the oil over a 20 minute period. The reaction mixture was stirr... The reactants are C([O-])([O-])=O.[Na+].[Na+] (sodium carbonate), aqueous solution, S(=O)(=O)([O-])[O-].[Al+3].S(=O)(=O)([O-])[O-].S(=O)(=O)([O-])[O-].[Al+3] (aluminum sulfate), [O-]P([O-])(=O)OP(=O)([O-])[O-].[Ca+2].[Ca+2] (calcium pyrophosphate), aqueous solution. The product is P(=O)([O-])([O-])[O-].[Ca+2].P(=O)([O-])([O-])[O-].[Ca+2].[Ca+2] (calcium phosphate). As a reaction SMILES: S([O-])([O-])(=O)=O.[Al+3].S([O-])([O-])(=O)=O.S([O-])([O-])(=O)=O.[Al+3].C(=O)([O-])[O-].[Na+].[Na+].[O-:24][P:25]([O:28]P([O-])([O-])=O)(=[O:27])[O-:26].[Ca+2:33].[Ca+2]>>[P:25]([O-:28])([O-:27])([O-:26])=[O:24].[Ca+2:33].[P:25]([O-:28])([O-:27])([O-:26])=[O:24].[Ca+2:33].[Ca+2:33] |f:0.1.2.3.4,5.6.7,8.9.10,11.12.13.14.15|. Procedure: In this method, the first reactant, 800 g of a 12% aqueous solution of aluminum sulfate was added to the reactor vessel, then the second reactant, an 18% aqueous solution of sodium carbonate, was metered into the vessel at a rate of 7 ml/minute until the pH reached 5.9. The reactants were mixed together for 20 minutes under agitation. Next, 54 grams of calcium pyrophosphate was added and the resulting slurry was mixed for 15 minutes with agitation and filtered and washed to a conductivity of abo... Reactants: C1(CCCC1)N1N=C(C2=CC=CC(=C12)F)C1=CC(=C(C=C1)OC)C (1-cyclopentyl-7-fluoro-3-(4-methoxy-3-methylphenyl)-1H-indazole), B(Br)(Br)Br (boron tribromide), C1=CCCCC1 (cyclohexene). Product: C1(CCCC1)N1N=C(C2=CC=CC(=C12)F)C1=CC(=C(C=C1)O)C (4-(1-cyclopentyl-7-fluoro-1H-indazol-3-yl)-2-methylphenol). Yield: 22.4%. Reaction SMILES: [CH:1]1([N:6]2[C:14]3[C:9](=[CH:10][CH:11]=[CH:12][C:13]=3[F:15])[C:8]([C:16]3[CH:21]=[CH:20][C:19]([O:22]C)=[C:18]([CH3:24])[CH:17]=3)=[N:7]2)[CH2:5][CH2:4][CH2:3][CH2:2]1.B(Br)(Br)Br.C1CCCCC=1>>[CH:1]1([N:6]2[C:14]3[C:9](=[CH:10][CH:11]=[CH:12][C:13]=3[F:15])[C:8]([C:16]3[CH:21]=[CH:20][C:19]([OH:22])=[C:18]([CH3:24])[CH:17]=3)=[N:7]2)[CH2:5][CH2:4][CH2:3][CH2:2]1. Procedure: Prepared according to Method D step C from 1-cyclopentyl-7-fluoro-3-(4-methoxy-3-methylphenyl)-1H-indazole (0.70 g, 2.16 mmol), boron tribromide (0.82 mL, 8.6 mmol) and 1.0 mL of cyclohexene to give the product (0.15 g) as a white solid, mp 107° C.